This data is from the Open Reaction Database (ORD), a public repository of structured organic reaction records. The task is: describe an organic reaction: reactants, conditions, products, and yield Starting materials: O (water), ClC=1C=C(C=C(C1)Cl)NC(=NC)N1CCN(CC1)C1=C(C=C(C=C1)O)OC (N-[3,5-dichlorophenyl]-N'-methyl-4-[2-methoxy-4-hydroxy phenyl]-1-piperazine-carboxamidine), N1=CC=CC=C1 (pyridine), C(C)(=O)OC(C)=O (acetic anhydride). Solvent: ClCCl (dichloromethane). Yields the product ClC=1C=C(C=C(C1)Cl)NC(=NC)N1CCN(CC1)C1=C(C=C(C=C1)OC(C)=O)OC (N-[3,5-dichlorophenyl]-N'-methyl-4-[2-methoxy-4-acetyloxy-phenyl]-1-piperazine-carboxamidine). Reaction SMILES: [Cl:1][C:2]1[CH:3]=[C:4]([NH:9][C:10]([N:13]2[CH2:18][CH2:17][N:16]([C:19]3[CH:24]=[CH:23][C:22]([OH:25])=[CH:21][C:20]=3[O:26][CH3:27])[CH2:15][CH2:14]2)=[N:11][CH3:12])[CH:5]=[C:6]([Cl:8])[CH:7]=1.N1C=CC=CC=1.[C:34](OC(=O)C)(=[O:36])[CH3:35].O>ClCCl>[Cl:1][C:2]1[CH:3]=[C:4]([NH:9][C:10]([N:13]2[CH2:18][CH2:17][N:16]([C:19]3[CH:24]=[CH:23][C:22]([O:25][C:34](=[O:36])[CH3:35])=[CH:21][C:20]=3[O:26][CH3:27])[CH2:15][CH2:14]2)=[N:11][CH3:12])[CH:5]=[C:6]([Cl:8])[CH:7]=1. Procedure details: A solution of 0.10 mole of N-[3,5-dichlorophenyl]-N'-methyl-4-[2-methoxy-4-hydroxy phenyl]-1-piperazine-carboxamidine, 0.12 mole of pyridine and 0.12 mole of acetic anhydride in 250 ml of dichloromethane was stirred 12 hours at room temperature and poured into 2 L water. The organic phase was separated, washed with cold water, dried on sodium sulfate and evaporated. The residue (oil) was purified by flash chromatography on silica gel (200 mesh) using ethylacetate (60)/methanol (40) as eluant. Th...